This data is from the Open Reaction Database (ORD), a public repository of structured organic reaction records. The task is: describe an organic reaction: reactants, conditions, products, and yield Reaction conditions: time 30 minute. RXN SMILES: [Br:1][C:2]1[C:11]2[C:6](=[CH:7][CH:8]=[CH:9][CH:10]=2)[CH:5]=[CH:4][C:3]=1[C:12](=[O:14])[CH3:13].[BH4-].[Na+]>CO>[Br:1][C:2]1[C:11]2[C:6](=[CH:7][CH:8]=[CH:9][CH:10]=2)[CH:5]=[CH:4][C:3]=1[CH:12]([OH:14])[CH3:13] |f:1.2|. Run in CO (methanol). Product: BrC1=C(C=CC2=CC=CC=C12)C(C)O (1-(1-bromo-2-naphthyl)ethanol). Reported procedure: To a mixture of 1-(1-bromo-2-naphthyl)ethanone (0.488 g, 1.96 mmol) in methanol (10 mL) was added sodium tetrahydroborate (0.0741 g, 1.96 mmol). The reaction was stirred at room temperature for 30 minutes, quenched with water, extracted with ethyl acetate. The combined organic layers were washed with brine, dried over magnesium sulfate, and concentrated to dryness under reduced pressure. The residue was used directly in next step (467 mg, 94%). LCMS calculated for C12H10Br(M−OH)+: m/z=233.0; fou... Reactants: BrC1=C(C=CC2=CC=CC=C12)C(C)=O (1-(1-bromo-2-naphthyl)ethanone), [BH4-].[Na+] (sodium tetrahydroborate). The reactants are CCOC(=O)c1ccc(N(CC)c2cc3c4c(c2)CCCC4CCC3)cc1, CCO, Cl, [Na+], [OH-]. The product is CCN(c1ccc(C(=O)O)cc1)c1cc2c3c(c1)CCCC3CCC2. RXN SMILES: [CH2:1]([CH3:2])[N:3]([c:4]1[cH:5][cH:6][c:7]([C:8](=[O:9])[O:10][CH2:11][CH3:12])[cH:13][cH:14]1)[c:15]1[cH:16][c:17]2[c:27]3[c:25]([cH:26]1)[CH2:24][CH2:23][CH2:22][CH:21]3[CH2:20][CH2:19][CH2:18]2.[CH3:31][CH2:32][OH:33].[ClH:30].[Na+:29].[OH-:28]>>[CH2:1]([CH3:2])[N:3]([c:4]1[cH:5][cH:6][c:7]([C:8](=[O:9])[OH:10])[cH:13][cH:14]1)[c:15]1[cH:16][c:17]2[c:27]3[c:25]([cH:26]1)[CH2:24][CH2:23][CH2:22][CH:21]3[CH2:20][CH2:19][CH2:18]2. Yields the product C(C)N1N=C(N=N1)CN1C(N(C(C2=C1C=C(S2)C2=CC=C(C=C2)F)=O)C2CCN(CC2)C(=O)OC(C)(C)C)=O (tert-butyl 4-{1-[(2-ethyl-2H-tetrazol-5-yl)methyl]-6-(4-fluorophenyl)-2,4-dioxo-1,4-dihydrothieno[3,2-d]pyrimidin-3(2H)-yl}piperidine-1-carboxylate). The reactants are BrC1=CC=2N(C(N(C(C2S1)=O)C1CCN(CC1)C(=O)OC(C)(C)C)=O)CC=1N=NN(N1)CC (Tert-butyl 4-{6-bromo-1-[(2-ethyl-2H-tetrazol-5-yl)methyl]-2,4-dioxo-1,4-dihydrothieno[3,2-d]pyrimidin-3(2H)-yl}piperidine-1-carboxylate), FC1=CC=C(C=C1)B(O)O ((4-fluorophenyl)boronic acid), C([O-])([O-])=O.[Cs+].[Cs+] (cesium carbonate). Procedure: Tert-butyl 4-{6-bromo-1-[(2-ethyl-2H-tetrazol-5-yl)methyl]-2,4-dioxo-1,4-dihydrothieno[3,2-d]pyrimidin-3(2H)-yl}piperidine-1-carboxylate (405 mg, compound B101), (4-fluorophenyl)boronic acid (105 mg), dichlorobis(tricyclohexylphosphine)palladium (28 mg) and aqueous cesium carbonate solution (0.563 ml, 2.0 M) in DME (10 ml) are reacted according to the procedure described in example B55 to afford the title compound after two times purification by flash column chromatography [silica gel, elution g... Reagents/catalysts: C1CCC(CC1)P(C2CCCCC2)C3CCCCC3.C1CCC(CC1)P(C2CCCCC2)C3CCCCC3.Cl[Pd]Cl (dichlorobis(tricyclohexylphosphine)palladium). Reaction SMILES: Br[C:2]1[S:10][C:9]2[C:8](=[O:11])[N:7]([CH:12]3[CH2:17][CH2:16][N:15]([C:18]([O:20][C:21]([CH3:24])([CH3:23])[CH3:22])=[O:19])[CH2:14][CH2:13]3)[C:6](=[O:25])[N:5]([CH2:26][C:27]3[N:28]=[N:29][N:30]([CH2:32][CH3:33])[N:31]=3)[C:4]=2[CH:3]=1.[F:34][C:35]1[CH:40]=[CH:39][C:38](B(O)O)=[CH:37][CH:36]=1.C(=O)([O-])[O-].[Cs+].[Cs+]>COCCOC.C1CCC(P(C2CCCCC2)C2CCCCC2)CC1.C1CCC(P(C2CCCCC2)C2CCCCC2)CC1.Cl[Pd]Cl>[CH2:32]([N:30]1[N:29]=[N:28][C:27]([CH2:26][N:5]2[C:4]3[CH:3]=[C:2]([C:38]4[CH:39]=[CH:40][C:35]([F:34])=[CH:36][CH:37]=4)[S:10][C:9]=3[C:8](=[O:11])[N:7]([CH:12]3[CH2:13][CH2:14][N:15]([C:18]([O:20][C:21]([CH3:23])([CH3:24])[CH3:22])=[O:19])[CH2:16][CH2:17]3)[C:6]2=[O:25])=[N:31]1)[CH3:33] |f:2.3.4,6.7.8|. Run in COCCOC (DME). Reactants: CNS(=O)(=O)C1=CC=C2C(C(=O)OC(N2)=O)=C1 (5-(N-methylsulfamoyl)-isatoic anhydride), CN1CCNCC1 (1-methylpiperazine). Yields the product CN1CCN(CC1)C(C=1C(N)=CC=C(C1)S(NC)(=O)=O)=O (5-(N-methylsulfamoyl)-anthranilic acid (4-methyl)-piperazide). As a reaction SMILES: [CH3:1][NH:2][S:3]([C:6]1[CH:17]=[C:10]2[C:11]([O:13]C(=O)[NH:15][C:9]2=[CH:8][CH:7]=1)=O)(=[O:5])=[O:4].[CH3:18][N:19]1[CH2:24][CH2:23][NH:22][CH2:21][CH2:20]1>>[CH3:18][N:19]1[CH2:24][CH2:23][N:22]([C:11](=[O:13])[C:10]2[C:9](=[CH:8][CH:7]=[C:6]([S:3](=[O:4])(=[O:5])[NH:2][CH3:1])[CH:17]=2)[NH2:15])[CH2:21][CH2:20]1. Procedure details: In a manner analogous to that described in Example 1, the reaction of 5-(N-methylsulfamoyl)-isatoic anhydride with 1-methylpiperazine yields 5-(N-methylsulfamoyl)-anthranilic acid (4-methyl)-piperazide in the form of an oil (melting point of the methanesulfonate: 120°-123°).